From a dataset of the Open Reaction Database (ORD), a public repository of structured organic reaction records. describe an organic reaction: reactants, conditions, products, and yield Starting materials: [Na] (Sodium), C(C)(=O)NC(C(=O)OCC)C#N (ethyl 2-(acetylamino)-2-cyanoacetate), BrC1C2=CC=CC=C2C1 (7-bromobicyclo[4.2.0]octa-1,3,5-triene). The solvent is C(C)O (ethanol). Conditions: time 20 minute. The product is C(C)(=O)NC(C(=O)OCC)(C#N)C1C2=CC=CC=C2C1 (ethyl (acetylamino)(bicyclo[4.2.0]octa-1,3,5-trien-7-yl)cyanoacetate). The yield is 95.2%. As a reaction SMILES: [Na].[C:2]([NH:5][CH:6]([C:12]#[N:13])[C:7]([O:9][CH2:10][CH3:11])=[O:8])(=[O:4])[CH3:3].Br[CH:15]1[CH2:22][C:21]2[C:16]1=[CH:17][CH:18]=[CH:19][CH:20]=2>C(O)C>[C:2]([NH:5][C:6]([CH:15]1[CH2:22][C:21]2[C:16]1=[CH:17][CH:18]=[CH:19][CH:20]=2)([C:12]#[N:13])[C:7]([O:9][CH2:10][CH3:11])=[O:8])(=[O:4])[CH3:3] |^1:0|. Procedure: Sodium (464 mg, 20.2 mmol, 1.2 eq.) was allowed to react with absolute ethanol (40 mL, 0.42 M); to the resulting mixture was added ethyl 2-(acetylamino)-2-cyanoacetate (3.44 g, 20.2 mmol, 1.2 eq.). After 20 minutes at 60° C., 7-bromobicyclo[4.2.0]octa-1,3,5-triene (3.092 g, 16.89 mmol, 1 eq.) was added and the reaction mixture was heated at reflux overnight, then filtered and concentrated in vacuo. The residue was diluted with water and extracted with ethyl acetate. The organic layer was washed ... Starting materials: C1(=CN2CCCC3=CC=CC1=C23)C(CC#N)=O (3-(5,6-dihydro-4H-pyrrolo[3,2,1-ij]quinolin-1-yl)-3-oxo-propionitrile), [BH4-].[Na+] (sodium borohydride). Solvent: CN(C=O)C (N,N-dimethylformamide). Product: C1(=CN2CCCC3=CC=CC1=C23)/C=C/C#N ((E)-3-(5,6-dihydro-4H-pyrrolo[3,2,1-ij]quinolin-1-yl)-acrylonitrile), solid. As a reaction SMILES: [C:1]1([C:13](=O)[CH2:14][C:15]#[N:16])[C:11]2=[C:12]3[C:7](=[CH:8][CH:9]=[CH:10]2)[CH2:6][CH2:5][CH2:4][N:3]3[CH:2]=1.[BH4-].[Na+]>CN(C)C=O>[C:1]1(/[CH:13]=[CH:14]/[C:15]#[N:16])[C:11]2=[C:12]3[C:7](=[CH:8][CH:9]=[CH:10]2)[CH2:6][CH2:5][CH2:4][N:3]3[CH:2]=1 |f:1.2|. Reported procedure: To a room temperature stirred solution of 3-(5,6-dihydro-4H-pyrrolo[3,2,1-ij]quinolin-1-yl)-3-oxo-propionitrile (1.0 g, 4.5 mmol) in anhydrous N,N-dimethylformamide (20 ml) was added excess sodium borohydride in small portions over 3 days. After 5 days the mixture was quenched with 1M hydrochloric acid (50 ml) and extracted with ethyl acetate (3×100 ml). The organic layer was dried over anhydrous magnesium sulfate and evaporated to dryness. The residue obtained was purified by flash column chrom...